This data is from the Open Reaction Database (ORD), a public repository of structured organic reaction records. The task is: describe an organic reaction: reactants, conditions, products, and yield The reactants are CC(C(C(N1N=CN=C1)OC1=NC(=CC=C1)F)=O)(CF)C (3,3-dimethyl-4-fluoro-1-(6-fluoro-pyridin-2-yl-oxy)-1-(1,2,4-triazol-1-yl)-butan-2-one), [BH4-].[Na+] (sodium borohydride). Solvent: CO (methanol). Product: CC(C(C(N1N=CN=C1)OC1=NC(=CC=C1)F)O)(CF)C (3,3-dimethyl-4-fluoro-1-(6-fluoro-pyridin-2-yl-oxy)-1-(1,2,4-triazol-1-yl)-butan-2-ol). The yield is 92.4%. RXN SMILES: [CH3:1][C:2]([CH3:21])([CH2:19][F:20])[C:3](=[O:18])[CH:4]([O:10][C:11]1[CH:16]=[CH:15][CH:14]=[C:13]([F:17])[N:12]=1)[N:5]1[CH:9]=[N:8][CH:7]=[N:6]1.[BH4-].[Na+]>CO>[CH3:1][C:2]([CH3:21])([CH2:19][F:20])[CH:3]([OH:18])[CH:4]([O:10][C:11]1[CH:16]=[CH:15][CH:14]=[C:13]([F:17])[N:12]=1)[N:5]1[CH:9]=[N:8][CH:7]=[N:6]1 |f:1.2|. Procedure details: 10 g (34 m moles) of 3,3-dimethyl-4-fluoro-1-(6-fluoro-pyridin-2-yl-oxy)-1-(1,2,4-triazol-1-yl)-butan-2-one (obtained as described in Example 1) were dissolved in 100 ml of methanol, and 0.7 g (17 m moles) of sodium borohydride was added. The mixture was stirred under reflux for 10 minutes and concentrated and the residue was partitioned between methylene chloride/water. The organic phase was separated off, washed with water, dried over sodium sulphate and concentrated. 9.3 g (90% of theory) of ... Starting materials: Br[Si](C)(C)C (Bromotrimethylsilane), C(C)OP(=O)(OCC)COCC(CO)ON1C=2N=C(NC(C2N=C1)=O)N (9-(1-diethoxyphosphorylmethoxy-3-hydroxyprop-2-oxy)guanine). Solvent: CN(C=O)C (N,N-dimethylformamide). Reaction conditions: temperature 20 celsius, time 4 hour. Yields the product OCC(COCP(=O)(O)O)ON1C=2N=C(NC(C2N=C1)=O)N (9-(1-hydroxy-3-phosphonomethoxyprop-2-oxy)guanine). Isolated yield 56.5%. As a reaction SMILES: Br[Si](C)(C)C.C([O:8][P:9]([CH2:14][O:15][CH2:16][CH:17]([O:20][N:21]1[CH:29]=[N:28][C:27]2[C:26](=[O:30])[NH:25][C:24]([NH2:31])=[N:23][C:22]1=2)[CH2:18][OH:19])([O:11]CC)=[O:10])C>CN(C)C=O>[OH:19][CH2:18][CH:17]([O:20][N:21]1[CH:29]=[N:28][C:27]2[C:26](=[O:30])[NH:25][C:24]([NH2:31])=[N:23][C:22]1=2)[CH2:16][O:15][CH2:14][P:9]([OH:10])([OH:11])=[O:8]. Reported procedure: Bromotrimethylsilane (290 mg, 0.25 ml, 1.9 mmol) was added to a solution of 9-(1-diethoxyphosphorylmethoxy-3-hydroxyprop-2-oxy)guanine (74 mg, 0.19 mmol) in N,N-dimethylformamide (5 ml) and stirred for 4 hours at 20° C. After evaporation of the solvent, the residue was chromatographed using reverse-phase silica and eluted with water. The correct fractions were evaporated and the residue recrystallised from water-ethanol affording 9-(1-hydroxy-3-phosphonomethoxyprop-2-oxy)guanine (36 mg, 57%) as ... The reactants are COC1=C(C(=O)N[C@@H]2[C@H](CCC2)NC2=NC=C(N=C2)C(F)(F)F)C=C(C=C1)C (2-Methoxy-5-methyl-N-[(1S,2S)-2-{[5-(trifluoromethyl)pyrazin-2-yl]amino}cyclopentyl]benzamide), FC1=C(C(=O)O)C(=CC=C1)N1N=CC=C1 (2-fluoro-6-(1H-pyrazol-1-yl)benzoic acid), Cl.FC(C=1N=CC(=NC1)N[C@@H]1[C@H](CCC1)N)(F)F ((1S,2S)-1-N-[5-(trifluoromethyl)pyrazin-2-yl]cyclopentane-1,2-diamine hydrochloride), Cl.FC(C=1N=CC(=NC1)N[C@@H]1[C@H](CCC1)N)(F)F ((1S,2S)-1-N-[5-(trifluoromethyl)pyrazin-2-yl]cyclopentane-1,2-diamine hydrochloride). The product is FC1=C(C(=O)N[C@@H]2[C@H](CCC2)NC2=NC=C(N=C2)C(F)(F)F)C(=CC=C1)N1N=CC=C1 (2-Fluoro-6-(1H-pyrazol-1-yl)-N-[(1S,2S)-2-{[5-(trifluoromethyl)pyrazin-2-yl]amino}cyclopentyl]benzamide). Reaction SMILES: COC1C=CC(C)=CC=1C(N[C@H]1CCC[C@@H]1NC1C=NC(C(F)(F)F)=CN=1)=O.Cl.[F:30][C:31]([F:46])([F:45])[C:32]1[N:33]=[CH:34][C:35]([NH:38][C@H:39]2[CH2:43][CH2:42][CH2:41][C@@H:40]2[NH2:44])=[N:36][CH:37]=1.[F:47][C:48]1[CH:56]=[CH:55][CH:54]=[C:53]([N:57]2[CH:61]=[CH:60][CH:59]=[N:58]2)[C:49]=1[C:50](O)=[O:51]>>[F:47][C:48]1[CH:56]=[CH:55][CH:54]=[C:53]([N:57]2[CH:61]=[CH:60][CH:59]=[N:58]2)[C:49]=1[C:50]([NH:44][C@H:40]1[CH2:41][CH2:42][CH2:43][C@@H:39]1[NH:38][C:35]1[CH:34]=[N:33][C:32]([C:31]([F:30])([F:45])[F:46])=[CH:37][N:36]=1)=[O:51] |f:1.2|. Reported procedure: Prepared according to the procedure for 2-methoxy-5-methyl-N-[(1S,2S)-2-{[5-(trifluoromethyl)pyrazin-2-yl]amino}cyclopentyl]benzamide (Example 37) from (1S,2S)-1-N-[5-(trifluoromethyl)pyrazin-2-yl]cyclopentane-1,2-diamine hydrochloride (Intermediate 14; 75 mg, 0.27 mmol) and 2-fluoro-6-(1H-pyrazol-1-yl)benzoic acid (CAS number 1521055-55-9; 75 mg, 0.37 mmol) except this was purified by column chromatography (silica, 40-100% ethyl acetate/petrol) to afford the title compound. Reactants: N1C=C(C2=CC=CC=C12)C(=O)O (Indole-3-carboxylic acid), acid chloride, C(C1=CC=CC=C1)N1CCC(CC1)CO (1-benzyl-4-piperidinemethanol). The product is N1C=C(C2=CC=CC=C12)C(=O)OCC1CCN(CC1)CC1=CC=CC=C1 ((1-benzyl-4-piperidyl)methyl indole-3-carboxylate). The yield is 88.0%. Reaction SMILES: [NH:1]1[C:9]2[C:4](=[CH:5][CH:6]=[CH:7][CH:8]=2)[C:3]([C:10]([OH:12])=[O:11])=[CH:2]1.[CH2:13]([N:20]1[CH2:25][CH2:24][CH:23]([CH2:26]O)[CH2:22][CH2:21]1)[C:14]1[CH:19]=[CH:18][CH:17]=[CH:16][CH:15]=1>>[NH:1]1[C:9]2[C:4](=[CH:5][CH:6]=[CH:7][CH:8]=2)[C:3]([C:10]([O:12][CH2:26][CH:23]2[CH2:22][CH2:21][N:20]([CH2:13][C:14]3[CH:19]=[CH:18][CH:17]=[CH:16][CH:15]=3)[CH2:25][CH2:24]2)=[O:11])=[CH:2]1. Procedure: Indole-3-carboxylic acid was converted to its acid chloride and then reacted with 1-benzyl-4-piperidinemethanol (D7) using the method given in Example 1a. The resulting orange oil was chromatographed on silica gel eluting with chloroform/ethanol (9:1) to afford (1-benzyl-4-piperidyl)methyl indole-3-carboxylate as a yellow oil (88%) Reactants: ClC=1C2=C(N=CN1)C(=CN2CC(CO)O)C(C(F)(F)F)(O)C=2C=C1C=NN(C1=CC2)C2=CC=C(C=C2)F (3-(4-chloro-7-{2,2,2-trifluoro-1-[1-(4-fluorophenyl)-1H-indazol-5-yl]-1-hydroxyethyl}pyrrolo[3,2-d]pyrimidin-5-yl)propane-1,2-diol), NaIO4. Solvent: CC(=O)C (acetone), O (water). Reaction conditions: time 3 day. The product is ClC=1C2=C(N=CN1)C(=CN2CC=O)C(C(F)(F)F)(O)C=2C=C1C=NN(C1=CC2)C2=CC=C(C=C2)F ((4-chloro-7-{2,2,2-trifluoro-1-[1-(4-fluorophenyl)-1H-indazol-5-yl]-1-hydroxyethyl}pyrrolo[3,2-d]pyrimidin-5-yl)acetaldehyde). RXN SMILES: [Cl:1][C:2]1[C:3]2[N:10]([CH2:11][CH:12]([OH:15])CO)[CH:9]=[C:8]([C:16]([C:22]3[CH:23]=[C:24]4[C:28](=[CH:29][CH:30]=3)[N:27]([C:31]3[CH:36]=[CH:35][C:34]([F:37])=[CH:33][CH:32]=3)[N:26]=[CH:25]4)([OH:21])[C:17]([F:20])([F:19])[F:18])[C:4]=2[N:5]=[CH:6][N:7]=1>CC(C)=O.O>[Cl:1][C:2]1[C:3]2[N:10]([CH2:11][CH:12]=[O:15])[CH:9]=[C:8]([C:16]([C:22]3[CH:23]=[C:24]4[C:28](=[CH:29][CH:30]=3)[N:27]([C:31]3[CH:32]=[CH:33][C:34]([F:37])=[CH:35][CH:36]=3)[N:26]=[CH:25]4)([OH:21])[C:17]([F:20])([F:19])[F:18])[C:4]=2[N:5]=[CH:6][N:7]=1. Reported procedure: To a room temperature solution of 3-(4-chloro-7-{2,2,2-trifluoro-1-[1-(4-fluorophenyl)-1H-indazol-5-yl]-1-hydroxyethyl}pyrrolo[3,2-d]pyrimidin-5-yl)propane-1,2-diol (95 mg, 0.18 mmol, 1 equiv.) in 3 mL of acetone and 1 mL of water was added NaIO4 (120 mg, 0.56 mmol, 4 equiv.). After 3 days, the mixture was filtered and the filtrate concentrated to near dryness. The residue was diluted with water and extracted with EtOAc. The combined organic layers were dried, filtered and concentrated in vacuo ... The reactants are CN, CCO, CCOC(=O)c1cc2cccnc2nc1Cl. Product: CCOC(=O)c1cc2cccnc2nc1NC. As a reaction SMILES: [CH3:17][NH2:18].[CH3:19][CH2:20][OH:21].[Cl:1][c:2]1[n:3][c:4]2[n:5][cH:6][cH:7][cH:8][c:9]2[cH:10][c:11]1[C:12](=[O:13])[O:14][CH2:15][CH3:16]>>[c:2]1([NH:18][CH3:17])[n:3][c:4]2[n:5][cH:6][cH:7][cH:8][c:9]2[cH:10][c:11]1[C:12](=[O:13])[O:14][CH2:15][CH3:16]. Starting materials: COC1=CC=C(C=N1)C=O (6-methoxy-3-pyridinecarboxaldehyde), [Mn](=O)(=O)(=O)[O-].[K+] (potassium permanganate), S(=O)([O-])[O-].[Na+].[Na+] (sodium sulphite). The solvent is C(C)(C)(C)O (t-butanol), O (water). Run at time 2 hour. The product is COC1=CC=C(C=N1)C(=O)O (6-methoxy-3-pyridinecarboxylic acid). RXN SMILES: [CH3:1][O:2][C:3]1[N:8]=[CH:7][C:6]([CH:9]=[O:10])=[CH:5][CH:4]=1.[Mn]([O-])(=O)(=O)=[O:12].[K+].S([O-])([O-])=O.[Na+].[Na+]>C(O)(C)(C)C.O>[CH3:1][O:2][C:3]1[N:8]=[CH:7][C:6]([C:9]([OH:12])=[O:10])=[CH:5][CH:4]=1 |f:1.2,3.4.5|. Procedure details: To a solution of 6-methoxy-3-pyridinecarboxaldehyde (50 mg, 0.36 mmol; prepared according to the method of Comins and Killpack, J. Org. Chem., 1990, 55, 69-73) in t-butanol (0.5 ml) was added a solution of potassium permanganate (81 mg) in water (1.0 ml). The mixture was stirred at room temperature for two hours, and then saturated sodium sulphite solution was added until the purple colour disappeared. Reaction mixture was extracted with chloroform several times as it was gradually acidified wit... Reactants: CS(=O)(=O)C1=CC=C(OC2=CC=C(C=C2)OC)C=C1 (4-(4-(Methylsulfonyl)phenoxy)-1-methoxybenzene), Br (hydrogen bromide). Run in C(C)(=O)O (acetic acid). The product is CS(=O)(=O)C1=CC=C(OC2=CC=C(C=C2)O)C=C1 (4-(4-(Methylsulfonyl)phenoxy)phenol). Yield: 98.8%. As a reaction SMILES: [CH3:1][S:2]([C:5]1[CH:19]=[CH:18][C:8]([O:9][C:10]2[CH:15]=[CH:14][C:13]([O:16]C)=[CH:12][CH:11]=2)=[CH:7][CH:6]=1)(=[O:4])=[O:3].Br>C(O)(=O)C>[CH3:1][S:2]([C:5]1[CH:19]=[CH:18][C:8]([O:9][C:10]2[CH:15]=[CH:14][C:13]([OH:16])=[CH:12][CH:11]=2)=[CH:7][CH:6]=1)(=[O:3])=[O:4]. Procedure details: A solution of 37.3 g of 4-(4-(methylsulfonyl)phenoxy)-1-methoxybenzene (Example 18), 41 ml of 48% aqueous hydrogen bromide and 185 ml of glacial acetic acid was heated at reflux under nitrogen for 21 hrs. The reaction mixture was cooled and the solvent removed in vacuo. The product was collected by filtration, washed well with water and dried, which gave 35.0 g (98.9% yield) of the product. Recrystallization from aqueous ethanol gave purified 4-(4-(methylsulfonyl)phenoxy)phenol, mp 129°-130° C. Starting materials: CCCCNCC, CS(C)=O, Cc1cc(C)c(-n2cc(C)c3c(Cl)nc(C)nc32)c(C)c1, O. The product is CCCCN(CC)c1nc(C)nc2c1c(C)cn2-c1c(C)cc(C)cc1C. Reaction SMILES: [CH2:22]([CH3:23])[NH:24][CH2:25][CH2:26][CH2:27][CH3:28].[CH3:30][S:31]([CH3:32])=[O:33].[Cl:1][c:2]1[c:3]2[c:4]([n:5][c:6]([CH3:8])[n:7]1)[n:9](-[c:13]1[c:14]([CH3:21])[cH:15][c:16]([CH3:20])[cH:17][c:18]1[CH3:19])[cH:10][c:11]2[CH3:12].[OH2:29]>>[c:2]1([N:24]([CH2:22][CH3:23])[CH2:25][CH2:26][CH2:27][CH3:28])[c:3]2[c:4]([n:5][c:6]([CH3:8])[n:7]1)[n:9](-[c:13]1[c:14]([CH3:21])[cH:15][c:16]([CH3:20])[cH:17][c:18]1[CH3:19])[cH:10][c:11]2[CH3:12].